Dataset: the Open Reaction Database (ORD), a public repository of structured organic reaction records. Task: describe an organic reaction: reactants, conditions, products, and yield Starting materials: ON=C(C(=O)OC(C)(C)C)C(C1=CC=NC=C1)=O (tert-Butyl 2-hydroxyimino-3-oxo-3-(4-pyridyl)propionate), COC1=CC=C(CN)C=C1 (4-methoxybenzylamine). Run in C1(=CC=CC=C1)C (toluene). The product is COC1=CC=C(C=C1)C=1NC(=C(N1)C(=O)OC(C)(C)C)C1=CC=NC=C1 (tert-butyl 2-(4-methoxyphenyl)-5-(4-pyridyl)imidazole-4-carboxylate). Yield: 33.2%. As a reaction SMILES: O[N:2]=[C:3]([C:11](=O)[C:12]1[CH:17]=[CH:16][N:15]=[CH:14][CH:13]=1)[C:4]([O:6][C:7]([CH3:10])([CH3:9])[CH3:8])=[O:5].[CH3:19][O:20][C:21]1[CH:28]=[CH:27][C:24]([CH2:25][NH2:26])=[CH:23][CH:22]=1>C1(C)C=CC=CC=1>[CH3:19][O:20][C:21]1[CH:28]=[CH:27][C:24]([C:25]2[NH:26][C:11]([C:12]3[CH:17]=[CH:16][N:15]=[CH:14][CH:13]=3)=[C:3]([C:4]([O:6][C:7]([CH3:10])([CH3:9])[CH3:8])=[O:5])[N:2]=2)=[CH:23][CH:22]=1. Procedure details: tert-Butyl 2-hydroxyimino-3-oxo-3-(4-pyridyl)propionate (3.0 g) and 4-methoxybenzylamine (1.7 g) were dissolved in toluene (80 ml), and the mixture was reacted and treated in the same manner as in Starting Material Synthetic Example 10 to give tert-butyl 2-(4-methoxyphenyl)-5-(4-pyridyl)imidazole-4-carboxylate (1.4 g), melting point 211-212° C. Starting materials: C(CCC)C=1N(C(N(N1)C1=C(C=CC(=C1)[N+](=O)[O-])Cl)=O)CC1=CC=C(C=C1)C1=C(C=CC=C1)S(N)(=O)=O (5-n-Butyl-2-(2-chloro-5-nitrophenyl)-2,4-dihydro-4-[(2'-sulfamoylbiphenyl-4-yl)methyl]-3H-1,2,4-triazol-3-one), O(C1=CC=CC=C1)C1=C(C(=O)O)C=CC=C1 (2-phenoxybenzoic acid), C1=CN(C=N1)C(=O)N2C=CN=C2 (CDI), C1CCC2=NCCCN2CC1 (DBU). Product: C(CCC)C=1N(C(N(N1)C1=C(C=CC(=C1)[N+](=O)[O-])Cl)=O)CC1=CC=C(C=C1)C1=C(C=CC=C1)S(NC(C1=C(C=CC=C1)OC1=CC=CC=C1)=O)(=O)=O (5-n-Butyl-2-[2-chloro-5-nitrophenyl]-2,4-dihydro-4-[[2'-[N-(2-phenoxybenzoyl)sulfamoyl]biphenyl-4-yl]methyl]-3H-1,2,4-triazol-3-one), desired material. As a reaction SMILES: [CH2:1]([C:5]1[N:6]([CH2:21][C:22]2[CH:27]=[CH:26][C:25]([C:28]3[CH:33]=[CH:32][CH:31]=[CH:30][C:29]=3[S:34](=[O:37])(=[O:36])[NH2:35])=[CH:24][CH:23]=2)[C:7](=[O:20])[N:8]([C:10]2[CH:15]=[C:14]([N+:16]([O-:18])=[O:17])[CH:13]=[CH:12][C:11]=2[Cl:19])[N:9]=1)[CH2:2][CH2:3][CH3:4].[O:38]([C:45]1[CH:53]=[CH:52][CH:51]=[CH:50][C:46]=1[C:47](O)=[O:48])[C:39]1[CH:44]=[CH:43][CH:42]=[CH:41][CH:40]=1.C1N=CN(C(N2C=NC=C2)=O)C=1.C1CCN2C(=NCCC2)CC1>>[CH2:1]([C:5]1[N:6]([CH2:21][C:22]2[CH:27]=[CH:26][C:25]([C:28]3[CH:33]=[CH:32][CH:31]=[CH:30][C:29]=3[S:34](=[O:37])(=[O:36])[NH:35][C:47](=[O:48])[C:46]3[CH:50]=[CH:51][CH:52]=[CH:53][C:45]=3[O:38][C:39]3[CH:44]=[CH:43][CH:42]=[CH:41][CH:40]=3)=[CH:24][CH:23]=2)[C:7](=[O:20])[N:8]([C:10]2[CH:15]=[C:14]([N+:16]([O-:18])=[O:17])[CH:13]=[CH:12][C:11]=2[Cl:19])[N:9]=1)[CH2:2][CH2:3][CH3:4]. Procedure details: The title compound was prepared from 5-n-butyl-2-(2-chloro-5-nitrophenyl)-2,4-dihydro-4-[(2'-sulfamoylbiphenyl-4-yl)methyl]-3H-1,2,4-triazol-3-one (from Example 59, Step C) and 2-phenoxybenzoic acid (2.5 equivalents), CDI (2.5 equiv), and DBU (2.5 equiv) according to the procedure of Example 51. Flash chromatography of the crude product on silica gel (gradient elution with 0.5-1% MeOH in CH2Cl2) gave a 55% yield of the desired material as a stiff foam, homogeneous by TLC in 95:5 CH2Cl2 --MeOH; m... Yield: 55.0%. The reactants are [Cl-].[Cl-].[Cl-].[Al+3] (aluminum trichloride), ice, C1(=CC=CC=C1)OC (anisole), C(C1=CC=CC=C1)OC(C(N1C(C(C1=O)(Br)Br)OC)=C(C)C)=O (2-methoxy-3,3-dibromo-alpha-(1-methylethylidene)-4-oxo-1-azetidine acetic acid benzyl ester), Cl (hydrochloric acid). The solvent is C(Cl)Cl (methylene chloride), C(Cl)Cl (methylene chloride), C(C)(=O)OCC (Ethyl acetate). Yields the product BrC1(C(N(C1=O)C(C(=O)O)=C(C)C)OC)Br (3,3-dibromo-2-methoxy-alpha-(1-methylethylidene)-4-oxo-1-azetidine acetic acid). RXN SMILES: [Cl-].[Cl-].[Cl-].[Al+3].C([O:12][C:13](=[O:27])[C:14](=[C:24]([CH3:26])[CH3:25])[N:15]1[C:18](=[O:19])[C:17]([Br:21])([Br:20])[CH:16]1[O:22][CH3:23])C1C=CC=CC=1.C1(OC)C=CC=CC=1.Cl>C(Cl)Cl.C(OCC)(=O)C>[Br:21][C:17]1([Br:20])[C:18](=[O:19])[N:15]([C:14](=[C:24]([CH3:26])[CH3:25])[C:13]([OH:27])=[O:12])[CH:16]1[O:22][CH3:23] |f:0.1.2.3|. Procedure details: To an ice-cooled suspension of aluminum trichloride (0.400 g; 0.003 mole) in methylene chloride (15 mL) in a nitrogen stream a solution of 2-methoxy-3,3-dibromo-alpha-(1-methylethylidene)-4-oxo-1-azetidine acetic acid benzyl ester (0.447 g; 0.001 mole) and anisole (0.648 g; 0.65 mL, 0.006 mole) in methylene chloride (15 mL) was added and then it was stirred for half an hour at room temperature. Ethyl acetate (15 mL) and 0.1N hydrochloric acid (5 mL) were added to the reaction mixture and the lay... Reactants: [Br-], CCCC[N+](CCCC)(CCCC)CCCC, CCOC(C)=O, CS(C)=O, N#Cc1nc(Cl)cnc1Sc1ccccc1, [F-], [K+], O. Yields the product N#Cc1nc(F)cnc1Sc1ccccc1. RXN SMILES: [Br-:30].[CH2:31]([N+:32]([CH2:33][CH2:34][CH2:35][CH3:36])([CH2:37][CH2:38][CH2:39][CH3:40])[CH2:41][CH2:42][CH2:43][CH3:44])[CH2:45][CH2:46][CH3:47].[CH3:19][CH2:20][O:21][C:22](=[O:23])[CH3:24].[CH3:26][S:27](=[O:28])[CH3:29].[Cl:1][c:2]1[cH:3][n:4][c:5]([S:10][c:11]2[cH:12][cH:13][cH:14][cH:15][cH:16]2)[c:6]([C:8]#[N:9])[n:7]1.[F-:17].[K+:18].[OH2:25]>>[c:2]1([F:17])[cH:3][n:4][c:5]([S:10][c:11]2[cH:12][cH:13][cH:14][cH:15][cH:16]2)[c:6]([C:8]#[N:9])[n:7]1. The reactants are solid, BrC1=CC(=CC=2C(=C3N(C12)CCNC3=O)C)F (6-bromo-8-fluoro-10-methyl-3,4-dihydro-2H-pyrazino[1,2-a]indol-1-one), BrC1=CC(=CC=2C(=C3N(C12)CCNC3=O)C)F (6-bromo-8-fluoro-10-methyl-3,4-dihydro-2H-pyrazino[1,2-a]indol-1-one), ClC1=CC=C(C=C1)B(O)O (4-chloro-phenylboronic acid). The product is ClC1=CC=C(C=C1)C1=CC(=CC=2C(=C3N(C12)CCNC3=O)C)F (6-(4-Chloro-phenyl)-8-fluoro-10-methyl-3,4-dihydro-2H-pyrazino[1,2-a]indol-1-one). RXN SMILES: Br[C:2]1[C:10]2[N:9]3[CH2:11][CH2:12][NH:13][C:14](=[O:15])[C:8]3=[C:7]([CH3:16])[C:6]=2[CH:5]=[C:4]([F:17])[CH:3]=1.[Cl:18][C:19]1[CH:24]=[CH:23][C:22](B(O)O)=[CH:21][CH:20]=1>>[Cl:18][C:19]1[CH:24]=[CH:23][C:22]([C:2]2[C:10]3[N:9]4[CH2:11][CH2:12][NH:13][C:14](=[O:15])[C:8]4=[C:7]([CH3:16])[C:6]=3[CH:5]=[C:4]([F:17])[CH:3]=2)=[CH:21][CH:20]=1. Reported procedure: The title compound, white solid (67 mg, 82%), MS (ISP) m/z=329.4 [(M+H)+], mp 209.5° C., was prepared in accordance with the general method of example 1 from 6-bromo-8-fluoro-10-methyl-3,4-dihydro-2H-pyrazino[1,2-a]indol-1-one (intermediate 14) (74.3 mg, 0.25 mmol) and commercially available 4-chloro-phenylboronic acid (50.8 mg, 0.325 mmol).